Dataset: the Open Reaction Database (ORD), a public repository of structured organic reaction records. Task: describe an organic reaction: reactants, conditions, products, and yield The reactants are C(CCCC)C1=CC=2SC(=CC2S1)C(=O)Cl (5-n-pentyl-thieno[3,2-b]thiophene-2-carboxylic acid chloride), C(CCCC)C1=CC=C(C=C1)O (4-n-pentylphenol), N1=CC=CC=C1 (pyridine). Run in C1(=CC=CC=C1)C (toluene), C1(=CC=CC=C1)C (toluene). The product is C(CCCC)C1=CC=2SC(=CC2S1)C(=O)OC1=CC=C(C=C1)CCCCC (4-n-Pentylphenyl 5-n-pentyl-thieno[3,2-b]thiophene-2-carboxylate). RXN SMILES: [CH2:1]([C:6]1[S:13][C:12]2[CH:11]=[C:10]([C:14](Cl)=[O:15])[S:9][C:8]=2[CH:7]=1)[CH2:2][CH2:3][CH2:4][CH3:5].[CH2:17]([C:22]1[CH:27]=[CH:26][C:25]([OH:28])=[CH:24][CH:23]=1)[CH2:18][CH2:19][CH2:20][CH3:21].N1C=CC=CC=1>C1(C)C=CC=CC=1>[CH2:1]([C:6]1[S:13][C:12]2[CH:11]=[C:10]([C:14]([O:28][C:25]3[CH:24]=[CH:23][C:22]([CH2:17][CH2:18][CH2:19][CH2:20][CH3:21])=[CH:27][CH:26]=3)=[O:15])[S:9][C:8]=2[CH:7]=1)[CH2:2][CH2:3][CH2:4][CH3:5]. Procedure: 3.5 g of 5-n-pentyl-thieno[3,2-b]thiophene-2-carboxylic acid chloride [obtainable by reacting 5-n-pentylthieno[3,2-b]thiophene-5-carboxylic acid (m.p. 156°, c.p. 196°) with thionyl chloride] in 20 ml of toluene are added dropwise to a mixture of 2.25 g of 4-n-pentylphenol, 1.08 g of pyridine and 30 ml of toluene, the mixture is heated to the boil for 2 hours and allowed to cool, the pyridine hydrochloride is filtered off, and the mixture is worked up in the usual manner. 4-n-Pentylphenyl 5-n-pen... The reactants are C(C1=CC=CC=C1)OC(=O)N[C@@H]1[C@@H](CN(CC1)C=1C=C(C(=O)OC)C=C(C1)F)OC (Methyl cis(±)-3-(4-{[(benzyloxy)carbonyl]amino}-3-methoxypiperidin-1-yl)-5-fluorobenzoate). Reagents/catalysts: [C].[Pd] (palladium-carbon). Yields the product N[C@@H]1[C@@H](CN(CC1)C=1C=C(C(=O)OC)C=C(C1)F)OC (Methyl cis(±)-3-(4-amino-3-methoxypiperidin-1-yl)-5-fluorobenzoate). As a reaction SMILES: C(OC([NH:11][C@H:12]1[CH2:17][CH2:16][N:15]([C:18]2[CH:19]=[C:20]([CH:25]=[C:26]([F:28])[CH:27]=2)[C:21]([O:23][CH3:24])=[O:22])[CH2:14][C@H:13]1[O:29][CH3:30])=O)C1C=CC=CC=1>[C].[Pd]>[NH2:11][C@H:12]1[CH2:17][CH2:16][N:15]([C:18]2[CH:19]=[C:20]([CH:25]=[C:26]([F:28])[CH:27]=2)[C:21]([O:23][CH3:24])=[O:22])[CH2:14][C@H:13]1[O:29][CH3:30] |f:1.2|. Reported procedure: The same operation as in Example (160c) was performed using methyl cis(±)-3-(4-{[(benzyloxy)carbonyl]amino}-3-methoxypiperidin-1-yl)-5-fluorobenzoate obtained in Example (175a) (78 mg, 0.19 mmol) and a 10% palladium-carbon catalyst (100 mg), to obtain the title compound as a yellow oily substance. The resulting compound was used for the next reaction without purification.